describe an organic reaction: reactants, conditions, products, and yield From a dataset of the Open Reaction Database (ORD), a public repository of structured organic reaction records. Reactants: NC=1C=C(C=CC1)[C@]1(N=C(OCC1(F)F)N)C ((R)-4-(3-amino-phenyl)-5,5-difluoro-4-methyl-5,6-dihydro-4H-[1,3]oxazin-2-ylamine), ClC=1C=CC(=NC1)C(=O)O (5-chloro-pyridine-2-carboxylic acid). Product: NC=1OCC([C@@](N1)(C)C=1C=C(C=CC1)NC(=O)C1=NC=C(C=C1)Cl)(F)F (5-Chloro-pyridine-2-carboxylic acid [3-((R)-2-amino-5,5-difluoro-4-methyl-5,6-dihydro-4H-[1,3]oxazin-4-yl)-phenyl]-amide). Reaction SMILES: [NH2:1][C:2]1[CH:3]=[C:4]([C@:8]2([CH3:17])[C:13]([F:15])([F:14])[CH2:12][O:11][C:10]([NH2:16])=[N:9]2)[CH:5]=[CH:6][CH:7]=1.[Cl:18][C:19]1[CH:20]=[CH:21][C:22]([C:25](O)=[O:26])=[N:23][CH:24]=1>>[NH2:16][C:10]1[O:11][CH2:12][C:13]([F:15])([F:14])[C@:8]([C:4]2[CH:3]=[C:2]([NH:1][C:25]([C:22]3[CH:21]=[CH:20][C:19]([Cl:18])=[CH:24][N:23]=3)=[O:26])[CH:7]=[CH:6][CH:5]=2)([CH3:17])[N:9]=1. Procedure details: The condensation of (R)-4-(3-amino-phenyl)-5,5-difluoro-4-methyl-5,6-dihydro-4H-[1,3]oxazin-2-ylamine (intermediate XI-4) and 5-chloro-pyridine-2-carboxylic acid following procedure I yielded the title compound as an off-white solid. MS (ISP): m/z=381.2 [M+H]+. Starting materials: 15.5, C1(=CC=CC=C1)C1=C(C2=C(S1)C=CC=C2)CC#N (2-phenylbenzo[b]thiophene-3-acetonitrile), 29.6, cobaltous chloride hexahydrate, methanol-benzene, Cl (hydrochloric acid), [BH4-].[Na+] (sodium borohydride). Run in C(Cl)(Cl)Cl (chloroform). Run at time 72 hour. Product: Cl.C1(=CC=CC=C1)C1=C(C2=C(S1)C=CC=C2)CCN (2-phenylbenzo[b]thiophene-3-ethanamine hydrochloride). Reaction SMILES: [C:1]1([C:7]2[S:11][C:10]3[CH:12]=[CH:13][CH:14]=[CH:15][C:9]=3[C:8]=2[CH2:16][C:17]#[N:18])[CH:6]=[CH:5][CH:4]=[CH:3][CH:2]=1.[BH4-].[Na+].[ClH:21]>C(Cl)(Cl)Cl>[ClH:21].[C:1]1([C:7]2[S:11][C:10]3[CH:12]=[CH:13][CH:14]=[CH:15][C:9]=3[C:8]=2[CH2:16][CH2:17][NH2:18])[CH:2]=[CH:3][CH:4]=[CH:5][CH:6]=1 |f:1.2,5.6|. Reported procedure: To a suspension of 15.5 parts by weight of 2-phenylbenzo[b]thiophene-3-acetonitrile in a solution of 29.6 parts by weight of cobaltous chloride hexahydrate in 769 parts by volume of methanol-benzene (5:1) is added slowly 23.8 parts by weight of sodium borohydride at 0° C. After the addition is completed, the mixture is allowed to warm to room temperature and stirred for 72 hours. The reaction mixture is then partitioned between water and ether. The aqueous layer is separated, basified with conce... Reactants: NC(=N)N (guanidine), BrCCCCCCCCC(=O)O (9-Bromo-nonanoic acid), Cl (HCl). Run in O1CCOCC1 (dioxane). Product: N(C(=N)N)CCCCCCCCC(=O)O (9-guanidino-nonanoic acid). As a reaction SMILES: Br[CH2:2][CH2:3][CH2:4][CH2:5][CH2:6][CH2:7][CH2:8][CH2:9][C:10]([OH:12])=[O:11].[NH2:13][C:14]([NH2:16])=[NH:15].Cl>O1CCOCC1>[NH:15]([CH2:2][CH2:3][CH2:4][CH2:5][CH2:6][CH2:7][CH2:8][CH2:9][C:10]([OH:12])=[O:11])[C:14]([NH2:16])=[NH:13]. Reported procedure: 9-Bromo-nonanoic acid (5 gm; 21.1 mmoles) was dissolved in dioxane (50 ml) and the free guanidine solution from A was added. The mixture was refluxed overnight, and the white precipitate was filtered and washed three times with cold water and then lyophilized from one equivalent of 0.5M HCl. The yield was 2.77 g (85%) and the structure of the title compound was verified by FAB-MS, NMR, and elemental analysis. Reactants: [Si](C)(C)(C(C)(C)C)OC1=CC=C(C=C1)C1=NOC(C1C1=CC=CC=C1)(O)C1(CC1)C(=O)OC (Methyl 1-[3-(4-{[tert-butyl(dimethyl)silyl]oxy}phenyl)-5-hydroxy-4-phenyl-4,5-dihydroisoxazol-5-yl]cyclopropanecarboxylate), ice water, C([O-])(O)=O.[Na+] (sodium bicarbonate), [Si](C)(C)(C(C)(C)C)OC1=CC=C(C=C1)C1=NOC(C1C1=CC=CC=C1)(O)C1(CC1)C(=O)OC (Methyl 1-[3-(4-{[tert-butyl(dimethyl)silyl]oxy}phenyl)-5-hydroxy-4-phenyl-4,5-dihydroisoxazol-5-yl]cyclopropanecarboxylate), Cl (hydrochloric acid). Run in O1CCOCC1 (dioxane). Conditions: time 3 hour. Yields the product COC(=O)C1(CC1)C1=C(C(=NO1)C1=CC=C(C=C1)O)C1=CC=CC=C1 (1-[3-(4-hydroxy-phenyl)-4-phenyl-isoxazol-5-yl]-cyclopropanecarboxylic acid methyl ester). The yield is 62.9%. As a reaction SMILES: [Si]([O:8][C:9]1[CH:14]=[CH:13][C:12]([C:15]2[CH:19]([C:20]3[CH:25]=[CH:24][CH:23]=[CH:22][CH:21]=3)[C:18]([C:27]3([C:30]([O:32][CH3:33])=[O:31])[CH2:29][CH2:28]3)(O)[O:17][N:16]=2)=[CH:11][CH:10]=1)(C(C)(C)C)(C)C.Cl.C(=O)(O)[O-].[Na+]>O1CCOCC1>[CH3:33][O:32][C:30]([C:27]1([C:18]2[O:17][N:16]=[C:15]([C:12]3[CH:13]=[CH:14][C:9]([OH:8])=[CH:10][CH:11]=3)[C:19]=2[C:20]2[CH:25]=[CH:24][CH:23]=[CH:22][CH:21]=2)[CH2:28][CH2:29]1)=[O:31] |f:2.3|. Procedure details: To a mixture consisting of 1-{3-[4-(tert-butyl-dimethyl-silanyloxy)-phenyl]-4-phenyl-isoxazol-5-yl}-cyclopropanecarboxylic acid methyl ester (Example 1, Compound C, 7.16 g) in dioxane (120 mL) is added concentrated aqueous hydrochloric acid (30 mL.) The mixture is brought to 100° C. for three hours. The mixture is cooled and is poured into ice water. The mixture is treated with sodium bicarbonate and is extracted with ethyl acetate. The organic layer is dried over anhydrous sodium sulfate and is... Starting materials: CO (methanol), Cl (hydrochloric acid), Cl.Cl.C(CCCCCCC)NC(=N)NC(=N)NCCCCCCCC (N1,N5-dioctyl-biguanide dihydrochloride), CC(=O)C (acetone). Product: C(C)(=O)O.C(CCCCCCC)NC1=NC(N=C(N1)NCCCCCCCC)(C)C (2,4-Dioctylamino-3,6-dihydro-6,6-dimethyl-1,3,5-triazine acetate). Reaction SMILES: C[OH:2].Cl.Cl.Cl.[CH2:6]([NH:14][C:15]([NH:17][C:18]([NH:20][CH2:21][CH2:22][CH2:23][CH2:24][CH2:25][CH2:26][CH2:27][CH3:28])=[NH:19])=[NH:16])[CH2:7][CH2:8][CH2:9][CH2:10][CH2:11][CH2:12][CH3:13].[CH3:29][C:30]([CH3:32])=[O:31]>>[C:30]([OH:2])(=[O:31])[CH3:32].[CH2:21]([NH:20][C:18]1[NH:17][C:15]([NH:14][CH2:6][CH2:7][CH2:8][CH2:9][CH2:10][CH2:11][CH2:12][CH3:13])=[N:16][C:30]([CH3:32])([CH3:29])[N:19]=1)[CH2:22][CH2:23][CH2:24][CH2:25][CH2:26][CH2:27][CH3:28] |f:2.3.4,6.7|. Procedure: 100 ml of methanol, 80 ml of acetone and 0.6 ml of concentrated hydrochloric acid were added to 10.0 g (25.1 mmol) of N1,N5-dioctyl-biguanide dihydrochloride. The mixture was refluxed for 64 hours, and the solvent was distilled off under reduced pressure. To the residue were added 110 ml of ethanol, 60 ml of water and 10.1 ml of 5N sodium hydroxide, and the mixture was refluxed for 1 hour, concentrated under reduced pressure, and then extracted with ethyl acetate. The extract was washed with wat...